This data is from the Open Reaction Database (ORD), a public repository of structured organic reaction records. The task is: describe an organic reaction: reactants, conditions, products, and yield The reactants are CC(=O)O, CCO, [Na+], CCCCC1(CC)CN(c2ccccc2)c2ccc(OCC(=O)OCC)cc2S(=O)(=O)C1, [OH-]. The product is CCCCC1(CC)CN(c2ccccc2)c2ccc(OCC(=O)O)cc2S(=O)(=O)C1. RXN SMILES: [CH3:35][C:36](=[O:37])[OH:38].[CH3:39][CH2:40][OH:41].[Na+:34].[O:1]=[S:2]1(=[O:32])[CH2:3][C:4]([CH2:26][CH3:27])([CH2:28][CH2:29][CH2:30][CH3:31])[CH2:5][N:6]([c:20]2[cH:21][cH:22][cH:23][cH:24][cH:25]2)[c:7]2[c:8]1[cH:9][c:10]([O:13][CH2:14][C:15](=[O:16])[O:17][CH2:18][CH3:19])[cH:11][cH:12]2.[OH-:33]>>[O:1]=[S:2]1(=[O:32])[CH2:3][C:4]([CH2:26][CH3:27])([CH2:28][CH2:29][CH2:30][CH3:31])[CH2:5][N:6]([c:20]2[cH:21][cH:22][cH:23][cH:24][cH:25]2)[c:7]2[c:8]1[cH:9][c:10]([O:13][CH2:14][C:15](=[O:16])[OH:17])[cH:11][cH:12]2. Conditions: temperature 160 celsius. The yield is 53.9%. RXN SMILES: C[Si](OP(=O)=O)(C)C.[Br:9][C:10]1[CH:11]=[C:12]([C:26](O)=O)[C:13]([C:16]2[C:17](=[CH:21][C:22]([Br:25])=[CH:23][CH:24]=2)[C:18](O)=O)=[CH:14][CH:15]=1.[C:29]1([NH2:36])[CH:34]=[CH:33][CH:32]=[CH:31][C:30]=1[NH2:35].C([O-])(O)=O.[Na+]>>[Br:9][C:10]1[CH:15]=[CH:14][C:13]([C:16]2[CH:24]=[CH:23][C:22]([Br:25])=[CH:21][C:17]=2[C:18]2[NH:35][C:30]3[CH:31]=[CH:32][CH:33]=[CH:34][C:29]=3[N:36]=2)=[C:12]([C:26]2[NH:35][C:30]3[CH:31]=[CH:32][CH:33]=[CH:34][C:29]=3[N:36]=2)[CH:11]=1 |f:3.4|. Reported procedure: To the PPSE solution was added 15.0 g of 4,4'-dibromodiphenic acid, 8.11 g of o-phenylene diamine (recrystallized from methylene chloride and charcoal). This mixture was rapidly heated to 160° C. and maintained there for 20 hours. The solution was cooled, then poured into 2 1 of 10% NaHCO3 solution. The product was filtered, washed with 300 ml of hot methylene chloride, then extracted using a Soxhlet extractor using 10% NaHCO3 overnight. The product was dried then recrystallized from ethanol to ... Reactants: C[Si](C)(C)OP(=O)=O (PPSE), BrC=1C=C(C(=CC1)C=1C(C(=O)O)=CC(=CC1)Br)C(=O)O (4,4'-dibromodiphenic acid), C1(=C(C=CC=C1)N)N (o-phenylene diamine), C(=O)(O)[O-].[Na+] (NaHCO3). The product is BrC1=CC(=C(C=C1)C1=C(C=C(C=C1)Br)C=1NC2=C(N1)C=CC=C2)C=2NC1=C(N2)C=CC=C1 (4,4'-dibromo-2,2'-bisbenzimidazolyl biphenyl). Starting materials: COCN(Cc1ccccc1)C[Si](C)(C)C, CN1C(=O)C=CC1=O, ClCCl, O=C(O)C(F)(F)F. Yields the product CN1C(=O)C2CN(Cc3ccccc3)CC2C1=O. As a reaction SMILES: [CH2:8]([c:9]1[cH:10][cH:11][cH:12][cH:13][cH:14]1)[N:15]([CH2:16][Si:19]([CH3:20])([CH3:22])[CH3:23])[CH2:21][O:17][CH3:18].[CH3:24][N:25]1[C:26](=[O:31])[CH:27]=[CH:28][C:29]1=[O:30].[Cl:32][CH2:33][Cl:34].[OH:1][C:2]([C:3]([F:4])([F:5])[F:6])=[O:7]>>[CH2:8]([c:9]1[cH:10][cH:11][cH:12][cH:13][cH:14]1)[N:15]1[CH2:16][CH:27]2[C:26](=[O:31])[N:25]([CH3:24])[C:29](=[O:30])[CH:28]2[CH2:21]1. The reactants are CC=1N(C(=CC1C(=O)O)C1=C(C=CC=C1)OC(F)(F)F)C[C@H]1OCCC1 (2-methyl-1-[(S)-1-(tetrahydro-furan-2-yl)methyl]-5-(2-trifluoromethoxy-phenyl)-1H-pyrrole-3-carboxylic acid), CN(C)C(=[N+](C)C)ON1C2=C(C=CC=C2)N=N1.[B-](F)(F)(F)F (TBTU), C(C)(C)N(C(C)C)CC (N,N-diisopropylethylamine), C1(CCCCC1)N (cyclohexylamine). Run in CN(C=O)C (dimethylformamide). Run at time 18 hour. Product: C1(CCCCC1)NC(=O)C1=C(N(C(=C1)C1=C(C=CC=C1)OC(F)(F)F)C[C@H]1OCCC1)C (2-methyl-1-[(S)-1-(tetrahydro-furan-2-yl)methyl]-5-(2-trifluoromethoxy-phenyl)-1H-pyrrole-3-carboxylic acid cyclohexylamide). Yield: 74.5%. As a reaction SMILES: [CH3:1][C:2]1[N:3]([CH2:21][C@@H:22]2[CH2:26][CH2:25][CH2:24][O:23]2)[C:4]([C:10]2[CH:15]=[CH:14][CH:13]=[CH:12][C:11]=2[O:16][C:17]([F:20])([F:19])[F:18])=[CH:5][C:6]=1[C:7](O)=[O:8].CN(C(O[N:35]1N=N[C:37]2[CH:38]=[CH:39][CH:40]=[CH:41][C:36]1=2)=[N+](C)C)C.[B-](F)(F)(F)F.C(N(CC)C(C)C)(C)C.C1(N)CCCCC1>CN(C)C=O>[CH:36]1([NH:35][C:7]([C:6]2[CH:5]=[C:4]([C:10]3[CH:15]=[CH:14][CH:13]=[CH:12][C:11]=3[O:16][C:17]([F:18])([F:19])[F:20])[N:3]([CH2:21][C@@H:22]3[CH2:26][CH2:25][CH2:24][O:23]3)[C:2]=2[CH3:1])=[O:8])[CH2:41][CH2:40][CH2:39][CH2:38][CH2:37]1 |f:1.2|. Reported procedure: To a solution of 77 mg of 2-methyl-1-[(S)-1-(tetrahydro-furan-2-yl)methyl]-5-(2-trifluoromethoxy-phenyl)-1H-pyrrole-3-carboxylic acid in 3 ml of dimethylformamide were added 74 mg of TBTU, 179 μl of N,N-diisopropylethylamine and 26 μl of cyclohexylamine and the reaction mixture was stirred at ambient temperature for 18 hours. After such time the reaction mixture was then concentrated in vacuo and purified by column chromatography (SiO2, heptane/ethyl acetate) to give 70 mg of the title compound ...